The task is: describe an organic reaction: reactants, conditions, products, and yield. This data is from the Open Reaction Database (ORD), a public repository of structured organic reaction records. Reactants: CC(=O)[O-], CC(=O)[O-], Cc1ccccc1B(O)O, CCOC(=O)c1c[nH]nc1OCOC, ClCCl, [Cu+2], O, c1ccncc1. Yields the product CCOC(=O)c1cn(-c2ccccc2C)nc1OCOC. RXN SMILES: [C:34]([O-:35])(=[O:36])[CH3:37].[C:39]([O-:40])(=[O:41])[CH3:42].[CH3:15][c:16]1[c:17]([B:22]([OH:23])[OH:24])[cH:18][cH:19][cH:20][cH:21]1.[CH3:1][O:2][CH2:3][O:4][c:5]1[n:6][nH:7][cH:8][c:9]1[C:10](=[O:11])[O:12][CH2:13][CH3:14].[Cl:31][CH2:32][Cl:33].[Cu+2:38].[OH2:43].[cH:25]1[cH:26][cH:27][n:28][cH:29][cH:30]1>>[CH3:1][O:2][CH2:3][O:4][c:5]1[n:6][n:7](-[c:17]2[c:16]([CH3:15])[cH:21][cH:20][cH:19][cH:18]2)[cH:8][c:9]1[C:10](=[O:11])[O:12][CH2:13][CH3:14]. The reactants are BrC=1C=C(C=CC1)C(C)NC=1C=C(C=CC1[N+](=O)[O-])N1CCN(CC1)C(=O)OC(C)(C)C (tert-butyl 4-(3-(1-(3-bromophenyl)ethylamino)-4-nitrophenyl)piperazine-1-carboxylate), Cl (HCl), CCOCC (ether). The solvent is ClCCl (dichloromethane). Run at time 18 hour. Product: Cl.BrC=1C=C(C=CC1)C(C)NC1=C(C=CC(=C1)N1CCNCC1)[N+](=O)[O-] (N-(1-(3-Bromophenyl)ethyl)-2-nitro-5-(piperazin-1-yl)benzenamine hydrochloride). The yield is 33.0%. As a reaction SMILES: [Br:1][C:2]1[CH:3]=[C:4]([CH:8]([NH:10][C:11]2[CH:12]=[C:13]([N:20]3[CH2:25][CH2:24][N:23](C(OC(C)(C)C)=O)[CH2:22][CH2:21]3)[CH:14]=[CH:15][C:16]=2[N+:17]([O-:19])=[O:18])[CH3:9])[CH:5]=[CH:6][CH:7]=1.[ClH:33].CCOCC>ClCCl>[ClH:33].[Br:1][C:2]1[CH:3]=[C:4]([CH:8]([NH:10][C:11]2[CH:12]=[C:13]([N:20]3[CH2:21][CH2:22][NH:23][CH2:24][CH2:25]3)[CH:14]=[CH:15][C:16]=2[N+:17]([O-:19])=[O:18])[CH3:9])[CH:5]=[CH:6][CH:7]=1 |f:4.5|. Procedure: A mixture of tert-butyl 4-(3-(1-(3-bromophenyl)ethylamino)-4-nitrophenyl)piperazine-1-carboxylate (0.45 g, 0.9 mmol), 2N HCl in ether (10 mL, 20.0 mmol) and dichloromethane (5 mL) was stirred for 18 h and concentrated in vacuo. The residue was dissolved in dichloromethane; this solution was washed with aqueous NaHCO3 solution, dried over Na2SO4 and concentrated in vacuo. The yellow solid residue was dissolved in dichloromethane (0.5 mL) and reacted with 1N HCl in ether (1 mL). The resulting prec... Reactants: BrCCCCCc1ccccc1, O=C(O)C(F)(F)F, O=S(=O)(c1ccc(O)cc1)C1CCNC1. Product: O=S(=O)(c1ccc(O)cc1)C1CCN(CCCCCc2ccccc2)C1. As a reaction SMILES: [Br:23][CH2:24][CH2:25][CH2:26][CH2:27][CH2:28][c:29]1[cH:30][cH:31][cH:32][cH:33][cH:34]1.[F:1][C:2]([F:3])([F:4])[C:5]([OH:6])=[O:7].[NH:8]1[CH2:9][CH:10]([S:13](=[O:14])(=[O:15])[c:16]2[cH:17][cH:18][c:19]([OH:22])[cH:20][cH:21]2)[CH2:11][CH2:12]1>>[N:8]1([CH2:24][CH2:25][CH2:26][CH2:27][CH2:28][c:29]2[cH:30][cH:31][cH:32][cH:33][cH:34]2)[CH2:9][CH:10]([S:13](=[O:14])(=[O:15])[c:16]2[cH:17][cH:18][c:19]([OH:22])[cH:20][cH:21]2)[CH2:11][CH2:12]1. Reactants: ClC=1C=C(C=C(C1)Cl)C1(CN=C(C1)C1=CC=C(C2=CC=CC=C12)CN)C(F)(F)F (1-{4-[3-(3,5-dichlorophenyl)-3-(trifluoromethyl)-3,4-dihydro-2H-pyrrol-5-yl]naphthalen-1-yl}methanamine), C(C)(=O)OC(C)=O (acetic anhydride). Run at time 4 hour. Procedure details: 1-{4-[3-(3,5-dichlorophenyl)-3-(trifluoromethyl)-3,4-dihydro-2H-pyrrol-5-yl]naphthalen-1-yl}methanamine (0.1 g) was dissolved in THF (10 ml), and was added acetic anhydride (0.04 g) thereto. The mixture was stirred for 4 hours at room temperature. The mixture was concentrated under reduced pressure to give residual material which was purified by silica gel chromatography, to obtain the desired compound (63 mg) in a yield of 58%. Yields the product ClC=1C=C(C=C(C1)Cl)C1(CN=C(C1)C1=CC=C(C2=CC=CC=C12)CNC(C)=O)C(F)(F)F (N-({4-[3-(3,5-dichlorophenyl)-3-(trifluoromethyl) 3,4-dihydro-2H-pyrrol-5-yl]naphthalen-1-yl}methyl)acetamide). The yield is 57.5%. The solvent is C1CCOC1 (THF). RXN SMILES: [Cl:1][C:2]1[CH:3]=[C:4]([C:9]2([C:26]([F:29])([F:28])[F:27])[CH2:13][C:12]([C:14]3[C:23]4[C:18](=[CH:19][CH:20]=[CH:21][CH:22]=4)[C:17]([CH2:24][NH2:25])=[CH:16][CH:15]=3)=[N:11][CH2:10]2)[CH:5]=[C:6]([Cl:8])[CH:7]=1.[C:30](OC(=O)C)(=[O:32])[CH3:31]>C1COCC1>[Cl:1][C:2]1[CH:3]=[C:4]([C:9]2([C:26]([F:28])([F:29])[F:27])[CH2:13][C:12]([C:14]3[C:23]4[C:18](=[CH:19][CH:20]=[CH:21][CH:22]=4)[C:17]([CH2:24][NH:25][C:30](=[O:32])[CH3:31])=[CH:16][CH:15]=3)=[N:11][CH2:10]2)[CH:5]=[C:6]([Cl:8])[CH:7]=1. The product is N[C@H]1CC[C@H](CC1)OC=1C=C2C=CNC(C2=CC1)=O (cis-6-(4-Amino-cyclohexyloxy)-2H-isoquinolin-1-one). The solvent is CO (methanol). RXN SMILES: C(OC(=O)[NH:7][C@H:8]1[CH2:13][CH2:12][C@@H:11]([O:14][C:15]2[CH:16]=[C:17]3[C:22](=[CH:23][CH:24]=2)[C:21]([O:25]CC2C=CC=CC=2)=[N:20][CH:19]=[CH:18]3)[CH2:10][CH2:9]1)(C)(C)C>CO>[NH2:7][C@@H:8]1[CH2:9][CH2:10][C@H:11]([O:14][C:15]2[CH:16]=[C:17]3[C:22](=[CH:23][CH:24]=2)[C:21](=[O:25])[NH:20][CH:19]=[CH:18]3)[CH2:12][CH2:13]1. Reported procedure: The title compound was prepared by stirring cis-[4-(1-Chloro-isoquinolin-6-yloxy)-cyclohexyl]-carbamic acid tert-butyl ester (27) at room temperature in methanol/2 N HCl (1:1). After complete conversion, the solvent was removed under reduced pressure and the residue was purified by preparative HPLC. The obtained trifluoroacetate was converted to the corresponding hydrochloride by dissolving the compound in 2 N HCl and evaporation of the solvent. After dissolving the residue in water and lyophili... Reactants: C(C)(C)(C)OC(N[C@@H]1CC[C@@H](CC1)OC=1C=C2C=CN=C(C2=CC1)OCC1=CC=CC=C1)=O (cis-[4-(1-Benzyloxy-isoquinolin-6-yloxy)-cyclohexyl]-carbamic acid tert-butyl ester). Procedure: To a solution of 0.377 g (1.294 mmol) of 4-(6,7-dihydro-4H-furo[3,2-c]pyridin-5-ylsulfonyl)benzaldehyde and 0.60 g (1.55 mmol) of benzyltriphenylphosphonium chloride in 30 ml of methanol, 0.30 g (1.55 mmol) of 28% sodium methoxide in methanol was added dropwise at room temperature, followed by overnight stirring at room temperature. The reaction mixture was poured into water and extracted with ethyl acetate 3 times. The combined organic layer was dried over anhydrous magnesium sulfate; the solve... Solvent: CO (methanol), CO (methanol). As a reaction SMILES: [O:1]1[C:9]2[CH2:8][CH2:7][N:6]([S:10]([C:13]3[CH:20]=[CH:19][C:16]([CH:17]=O)=[CH:15][CH:14]=3)(=[O:12])=[O:11])[CH2:5][C:4]=2[CH:3]=[CH:2]1.C[O-].[Na+].O>[Cl-].C([P+](C1C=CC=CC=1)(C1C=CC=CC=1)C1C=CC=CC=1)C1C=CC=CC=1.CO>[C:16]1([CH:17]=[CH:17][C:16]2[CH:19]=[CH:20][CH:13]=[CH:14][CH:15]=2)[CH:19]=[CH:20][C:13]([S:10]([N:6]2[CH2:7][CH2:8][C:9]3[O:1][CH:2]=[CH:3][C:4]=3[CH2:5]2)(=[O:12])=[O:11])=[CH:14][CH:15]=1 |f:1.2,4.5|. Reagents/catalysts: [Cl-].C(C1=CC=CC=C1)[P+](C1=CC=CC=C1)(C1=CC=CC=C1)C1=CC=CC=C1 (benzyltriphenylphosphonium chloride). Starting materials: O (water), O1C=CC=2CN(CCC21)S(=O)(=O)C2=CC=C(C=O)C=C2 (4-(6,7-dihydro-4H-furo[3,2-c]pyridin-5-ylsulfonyl)benzaldehyde), C[O-].[Na+] (sodium methoxide). The product is C1(=CC=C(C=C1)S(=O)(=O)N1CC2=C(CC1)OC=C2)C=CC2=CC=CC=C2 (5-(stilbene-4-sulfonyl)-4,5,6,7-tetrahydrofuro[3,2-c]pyridine). Conditions: time 8 hour. Reactants: Cl (hydrochloric acid), ClC=1C=C(C(=O)NC2=CC=C(OC3=CC=C(C=C3)CCC(=O)N3CCN(CC3)CC(=O)OCC)C=C2)C=CC1Cl (ethyl 2-[4-(3-{4-[4-(3,4-dichlorobenzoylamino)phenoxy]phenyl}propionyl)piperazin-1-yl]acetate), [OH-].[Na+] (sodium hydroxide), O (water). Run in C1CCOC1 (THF), C(C)O (ethanol). The product is Cl.ClC=1C=C(C(=O)NC2=CC=C(OC3=CC=C(C=C3)CCC(=O)N3CCN(CC3)CC(=O)O)C=C2)C=CC1Cl (2-[4-(3-{4-[4-(3,4-dichlorobenzoylamino)-phenoxy]phenyl}propionyl)piperazin-1-yl]acetic acid hydrochloride). As a reaction SMILES: [Cl:1][C:2]1[CH:3]=[C:4]([CH:37]=[CH:38][C:39]=1[Cl:40])[C:5]([NH:7][C:8]1[CH:36]=[CH:35][C:11]([O:12][C:13]2[CH:18]=[CH:17][C:16]([CH2:19][CH2:20][C:21]([N:23]3[CH2:28][CH2:27][N:26]([CH2:29][C:30]([O:32]CC)=[O:31])[CH2:25][CH2:24]3)=[O:22])=[CH:15][CH:14]=2)=[CH:10][CH:9]=1)=[O:6].[OH-].[Na+].O.Cl>C1COCC1.C(O)C>[ClH:1].[Cl:1][C:2]1[CH:3]=[C:4]([CH:37]=[CH:38][C:39]=1[Cl:40])[C:5]([NH:7][C:8]1[CH:9]=[CH:10][C:11]([O:12][C:13]2[CH:14]=[CH:15][C:16]([CH2:19][CH2:20][C:21]([N:23]3[CH2:24][CH2:25][N:26]([CH2:29][C:30]([OH:32])=[O:31])[CH2:27][CH2:28]3)=[O:22])=[CH:17][CH:18]=2)=[CH:35][CH:36]=1)=[O:6] |f:1.2,7.8|. Procedure details: To a solution of ethyl 2-[4-(3-{4-[4-(3,4-dichlorobenzoylamino)phenoxy]phenyl}propionyl)piperazin-1-yl]acetate (0.493° g, 0.843 mmol) in THF (5 mL) and ethanol (5 mL) were added 5 M aqueous sodium hydroxide (0.253 mL, 1.27 mmol) and water (1 mL), and the resulting solution was refluxed for 1 hour. This reaction solution was concentrated under reduced pressure, and the residue was dissolved in 50% aqueous ethanol. To the resulting solution was added 5 M hydrochloric acid (0.253 mL, 1.27 mmol), an...